From a dataset of the Open Reaction Database (ORD), a public repository of structured organic reaction records. describe an organic reaction: reactants, conditions, products, and yield Starting materials: CCN(C(C)C)C(C)C, S=C(Cl)Cl, Cc1cccc(Cl)c1N. The product is Cc1cccc(Cl)c1N=C=S. Reaction SMILES: [CH2:14]([N:15]([CH:16]([CH3:17])[CH3:18])[CH:19]([CH3:20])[CH3:21])[CH3:22].[Cl:10][C:11]([Cl:12])=[S:13].[Cl:1][c:2]1[c:3]([NH2:4])[c:5]([CH3:9])[cH:6][cH:7][cH:8]1>>[Cl:1][c:2]1[c:3]([N:4]=[C:11]=[S:13])[c:5]([CH3:9])[cH:6][cH:7][cH:8]1. The reactants are COC(C1=C(C=C2C(=C1)OCO2)Br)OC (2-Bromo-4,5-methylenedioxybenzaldehyde dimethyl-acetal), COC=1C=C(C=O)C=CC1 (3-methoxybenzaldehyde), COC(=O)C#CC(=O)OC (dimethylacetylene-dicarboxylate). Yields the product COC=1C=C(C=CC1)C1=C(C(=C(C2=CC3=C(C=C12)OCO3)O)C(=O)OC)C(=O)OC (1-(3-methoxyphenyl)-2,3-bis(methoxy-carbonyl)-4-hydroxy-6,7-methylenedioxynaphthalene). Reported procedure: 2-Bromo-4,5-methylenedioxybenzaldehyde dimethyl-acetal, 3-methoxybenzaldehyde and dimethylacetylene-dicarboxylate are treated in the same manner as described in Example 1, whereby 1-(3-methoxyphenyl)-2,3-bis(methoxy-carbonyl)-4-hydroxy-6,7-methylenedioxynaphthalene is obtained. Reaction SMILES: CO[CH:3]([O:14]C)[C:4]1[CH:9]=[C:8]2[O:10][CH2:11][O:12][C:7]2=[CH:6][C:5]=1Br.[CH3:16][O:17][C:18]1[CH:19]=[C:20]([CH:23]=[CH:24][CH:25]=1)[CH:21]=O.[CH3:26][O:27][C:28]([C:30]#[C:31][C:32]([O:34][CH3:35])=[O:33])=[O:29]>>[CH3:16][O:17][C:18]1[CH:19]=[C:20]([C:21]2[C:5]3[C:4](=[CH:9][C:8]4[O:10][CH2:11][O:12][C:7]=4[CH:6]=3)[C:3]([OH:14])=[C:30]([C:28]([O:27][CH3:26])=[O:29])[C:31]=2[C:32]([O:34][CH3:35])=[O:33])[CH:23]=[CH:24][CH:25]=1. Starting materials: CC1=COC2=C1CCC(C2)C (menthofuran), C1(\C=C/C(=O)O1)=O (maleic anhydride). Yields the product CC1=COC2=C1CCC(C2)C.C1(\C=C/C(=O)O1)=O (menthofuran maleic anhydride). Reaction SMILES: [CH3:1][C:2]1[C:6]2[CH2:7][CH2:8][CH:9]([CH3:11])[CH2:10][C:5]=2[O:4][CH:3]=1.[C:12]1(=[O:18])[O:17][C:15](=[O:16])[CH:14]=[CH:13]1>>[CH3:1][C:2]1[C:6]2[CH2:7][CH2:8][CH:9]([CH3:11])[CH2:10][C:5]=2[O:4][CH:3]=1.[C:15]1(=[O:16])[O:17][C:12](=[O:18])[CH:13]=[CH:14]1 |f:2.3|. Reported procedure: Peppermint oil containing a reduced menthofuran content is prepared by reacting the peppermint oil with about 0.5% to about 15% by weight maleic anhydride, based on the weight of peppermint oil to selectively form a menthofuran-maleic anhydride adduct without otherwise affecting the flavoring agent properties of the remaining peppermint oil constituents and recovering the peppermint oil therefrom. Starting materials: CN(C1CCC=2NC3=C(C=CC=C3C2C1)C(=O)OCC)C (3-(Dimethylamino)-8-ethoxycarbonyl-1,2,3,4-tetrahydrocarbazole), [H-].[Al+3].[Li+].[H-].[H-].[H-] (lithium aluminum hydride). Solvent: O1CCCC1 (tetrahydrofuran). The product is CN(C1CCC=2NC3=C(C=CC=C3C2C1)CO)C (3-(Dimethylamino)-8-hydroxymethyl-1,2,3,4-tetrahydrocarbazole). RXN SMILES: [CH3:1][N:2]([CH3:21])[CH:3]1[CH2:15][C:14]2[C:13]3[C:8](=[C:9]([C:16](OCC)=[O:17])[CH:10]=[CH:11][CH:12]=3)[NH:7][C:6]=2[CH2:5][CH2:4]1.[H-].[Al+3].[Li+].[H-].[H-].[H-]>O1CCCC1>[CH3:1][N:2]([CH3:21])[CH:3]1[CH2:15][C:14]2[C:13]3[C:8](=[C:9]([CH2:16][OH:17])[CH:10]=[CH:11][CH:12]=3)[NH:7][C:6]=2[CH2:5][CH2:4]1 |f:1.2.3.4.5.6|. Procedure: Following a procedure similar to that described in Example 55 and using 2.4 g. of 3-(dimethylamino)-8-ethoxycarbonyl-1,2,3,4-tetrahydrocarbazole (Example 44), 1,6 g. of lithium aluminum hydride and 150 ml. of dry tetrahydrofuran there was obtained, after successive recrystallizations from isopropyl alcohol and ethyl alcohol, 0.56 g. of 3-(dimethylamino)8-hydroxymethyl-1,2,3,4-tetrahydrocarbazole, m.p. 227°-230° C. Starting materials: Cl (hydrogen chloride), C(C)(C)(C)C1CCN(CC1)CC#C (4-tert-Butyl-1-(prop-2-ynyl)piperidine), C(C)NCC (diethylamine), FC(C=1C=C(C=C(C1)C(F)(F)F)Br)(F)F (3,5-bistrifluoromethylbromobenzene). Reagents/catalysts: Cl[Pd]([P](C1=CC=CC=C1)(C2=CC=CC=C2)C3=CC=CC=C3)([P](C4=CC=CC=C4)(C5=CC=CC=C5)C6=CC=CC=C6)Cl (dichlorobis(triphenylphosphine)palladium), [Cu]I (copper (I) iodide), C1(=CC=CC=C1)P(C1=CC=CC=C1)C1=CC=CC=C1 (triphenylphosphine). Run in C(C)OCC (diethyl ether), C(C)OCC (diethyl ether). Product: Cl.FC(C=1C=C(C=C(C1)C(F)(F)F)C#CCN1CCC(CC1)C(C)(C)C)(F)F (1-(3,5-bistrifluoromethylphenyl)-3-(4-tert-butylpiperidino)prop-1-yne hydrochloride). RXN SMILES: [C:1]([CH:5]1[CH2:10][CH2:9][N:8]([CH2:11][C:12]#[CH:13])[CH2:7][CH2:6]1)([CH3:4])([CH3:3])[CH3:2].C(NCC)C.[F:19][C:20]([F:33])([F:32])[C:21]1[CH:22]=[C:23](Br)[CH:24]=[C:25]([C:27]([F:30])([F:29])[F:28])[CH:26]=1.[ClH:34]>C(OCC)C.Cl[Pd](Cl)([P](C1C=CC=CC=1)(C1C=CC=CC=1)C1C=CC=CC=1)[P](C1C=CC=CC=1)(C1C=CC=CC=1)C1C=CC=CC=1.[Cu]I.C1(P(C2C=CC=CC=2)C2C=CC=CC=2)C=CC=CC=1>[ClH:34].[F:19][C:20]([F:32])([F:33])[C:21]1[CH:22]=[C:23]([C:13]#[C:12][CH2:11][N:8]2[CH2:9][CH2:10][CH:5]([C:1]([CH3:4])([CH3:3])[CH3:2])[CH2:6][CH2:7]2)[CH:24]=[C:25]([C:27]([F:28])([F:29])[F:30])[CH:26]=1 |f:8.9,^1:42,61|. Procedure: 4-tert-Butyl-1-(prop-2-ynyl)piperidine (prepared as described in Example 3; 37.3 g) and anhydrous diethylamine (800 ml) were added to 3,5-bistrifluoromethylbromobenzene [which may be prepared as described by E. T. McBee et al, J. Amer. Chem. Soc. (1950), 72, 1651; 61.0 g] and dichlorobis(triphenylphosphine)palladium (0.26 g), copper (I) iodide (0.26 g) and triphenylphosphine (0.26 g) were added with stirring, under an inert atmosphere, to the solution thus obtained. The reaction mixture was heat... Reactants: ClCCl, O=C(O)C(F)(F)F, CC(C)(C)OC(=O)NCC#Cc1cccnc1. Product: NCC#Cc1cccnc1. As a reaction SMILES: [Cl:25][CH2:26][Cl:27].[F:18][C:19]([F:20])([F:21])[C:22]([OH:23])=[O:24].[n:1]1[cH:2][c:3]([C:7]#[C:8][CH2:9][NH:10][C:11](=[O:12])[O:13][C:14]([CH3:15])([CH3:16])[CH3:17])[cH:4][cH:5][cH:6]1>>[n:1]1[cH:2][c:3]([C:7]#[C:8][CH2:9][NH2:10])[cH:4][cH:5][cH:6]1. Reactants: COC1=CC=C(C=C1)C(=C/C=C/C(=O)O)C1=CC=C(C=C1)OC ((E)-5,5-bis(4-methoxyphenyl)-2,4-pentadienoic acid), [N+](=O)([O-])C1=CC=C(C=C1)O (4-nitrophenol), C1(CCCCC1)N=C=NC1CCCCC1 (1,3-dicyclohexylcarbodiimide). Run in ClCCl (dichloromethane). Conditions: time 1 hour. The product is [N+](=O)([O-])C1=CC=C(C=C1)OC(\C=C\C=C(C1=CC=C(C=C1)OC)C1=CC=C(C=C1)OC)=O ((E)-5,5-bis(4-methoxyphenyl)-2,4-pentadienoic acid 4-nitrophenyl ester). The yield is 84.6%. As a reaction SMILES: [CH3:1][O:2][C:3]1[CH:8]=[CH:7][C:6]([C:9]([C:16]2[CH:21]=[CH:20][C:19]([O:22][CH3:23])=[CH:18][CH:17]=2)=[CH:10]/[CH:11]=[CH:12]/[C:13]([OH:15])=[O:14])=[CH:5][CH:4]=1.[N+:24]([C:27]1[CH:32]=[CH:31][C:30](O)=[CH:29][CH:28]=1)([O-:26])=[O:25].C1(N=C=NC2CCCCC2)CCCCC1>ClCCl>[N+:24]([C:27]1[CH:32]=[CH:31][C:30]([O:14][C:13](=[O:15])/[CH:12]=[CH:11]/[CH:10]=[C:9]([C:6]2[CH:5]=[CH:4][C:3]([O:2][CH3:1])=[CH:8][CH:7]=2)[C:16]2[CH:17]=[CH:18][C:19]([O:22][CH3:23])=[CH:20][CH:21]=2)=[CH:29][CH:28]=1)([O-:26])=[O:25]. Reported procedure: As in Example 115, (E)-5,5-bis(4-methoxyphenyl)-2,4-pentadienoic acid (21.0 g) and 4-nitrophenol (11.2 g) in dichloromethane (300 mL) was treated with 1,3-dicyclohexylcarbodiimide (14 g). The mixture was stirred at 0°-5° C. for 1 hour, then at room temperature overnight. After the usual work up, the crude product was crystallized from ether-hexane to give 24.7 g of (E)-5,5-bis(4-methoxyphenyl)-2,4-pentadienoic acid 4-nitrophenyl ester mp 121°-123° C. Recrystallization of the material from 2-prop... The solvent is CO (MeOH), C(Cl)Cl (DCM). Reaction SMILES: C[O:2][C:3]1[CH:4]=[CH:5][C:6]2[C:10]([O:11][C:12]3[CH:17]=[CH:16][C:15](/[CH:18]=[CH:19]/[C:20]([O:22]C(C)(C)C)=[O:21])=[CH:14][CH:13]=3)=[C:9]([C:27]3[CH:32]=[CH:31][C:30]([O:33]C)=[CH:29][CH:28]=3)[S:8][C:7]=2[CH:35]=1.B(Br)(Br)Br>C(Cl)Cl.CO>[OH:2][C:3]1[CH:4]=[CH:5][C:6]2[C:10]([O:11][C:12]3[CH:17]=[CH:16][C:15](/[CH:18]=[CH:19]/[C:20]([OH:22])=[O:21])=[CH:14][CH:13]=3)=[C:9]([C:27]3[CH:28]=[CH:29][C:30]([OH:33])=[CH:31][CH:32]=3)[S:8][C:7]=2[CH:35]=1. Isolated yield 50.0%. The reactants are COC=1C=CC2=C(SC(=C2OC2=CC=C(C=C2)/C=C/C(=O)OC(C)(C)C)C2=CC=C(C=C2)OC)C1 ((E)-tert-butyl 3-(4-((6-methoxy-2-(4-methoxyphenyl)-benzo[b]thiophen-3-yl)oxy)phenyl)acrylate), B(Br)(Br)Br (BBr3). Procedure details: To a solution of (E)-tert-butyl 3-(4-((6-methoxy-2-(4-methoxyphenyl)-benzo[b]thiophen-3-yl)oxy)phenyl)acrylate (40 mg, 0.08 mmol) in DCM (2.5 mL) at 0° C. was added BBr3 (1.0 M in DCM, 0.33 mL, 0.33 mmol) dropwise, a solid immediately precipitated from the solution. The resulting mixture was stirred at 0° C. for 100 min after which the reaction was quenched by addition of sat. aq. NaHCO3 (4 mL) solution and a white precipitate was observed. The aqueous layer was then extracted with 5% MeOH/EtOAc... Reaction conditions: temperature 0 celsius, time 100 minute. Yields the product OC=1C=CC2=C(SC(=C2OC2=CC=C(C=C2)/C=C/C(=O)O)C2=CC=C(C=C2)O)C1 ((E)-3-(4-((6-hydroxy-2-(4-hydroxyphenyl)benzo[b]thiophen-3-yl)oxy)phenyl)acrylic acid). The reactants are O=C([O-])[O-], CCCCCCCCCCCn1cc(Cc2cnc(=O)n(CC(=O)O)c2)c(=O)nc1SCc1ccc(F)cc1, ClCCl, CNC, CCN=C=NCCCN(C)C, CO, CCN(C(C)C)C(C)C, Cl, Cl, [K+], [K+], Oc1cccc2[nH]nnc12. Product: CCCCCCCCCCCn1cc(Cc2cnc(=O)n(CC(=O)N(C)C)c2)c(=O)nc1SCc1ccc(F)cc1. As a reaction SMILES: [C:80](=[O:81])([O-:82])[O-:83].[CH2:1]([CH2:2][CH2:3][CH2:4][CH2:5][CH2:6][CH2:7][CH2:8][CH2:9][CH2:10][CH3:11])[n:12]1[c:13]([S:31][CH2:32][c:33]2[cH:34][cH:35][c:36]([F:39])[cH:37][cH:38]2)[n:14][c:15](=[O:30])[c:16]([CH2:18][c:19]2[cH:20][n:21][c:22](=[O:29])[n:23]([CH2:25][C:26](=[O:27])[OH:28])[cH:24]2)[cH:17]1.[CH2:75]([Cl:76])[Cl:77].[CH3:41][NH:42][CH3:43].[CH3:64][N:65]([CH3:66])[CH2:67][CH2:68][CH2:69][N:70]=[C:71]=[N:72][CH2:73][CH3:74].[CH3:78][OH:79].[CH:44]([N:45]([CH:46]([CH3:47])[CH3:48])[CH2:49][CH3:50])([CH3:51])[CH3:52].[ClH:40].[ClH:63].[K+:84].[K+:85].[OH:53][c:54]1[c:55]2[n:56][n:57][nH:58][c:59]2[cH:60][cH:61][cH:62]1>>[CH2:1]([CH2:2][CH2:3][CH2:4][CH2:5][CH2:6][CH2:7][CH2:8][CH2:9][CH2:10][CH3:11])[n:12]1[c:13]([S:31][CH2:32][c:33]2[cH:34][cH:35][c:36]([F:39])[cH:37][cH:38]2)[n:14][c:15](=[O:30])[c:16]([CH2:18][c:19]2[cH:20][n:21][c:22](=[O:29])[n:23]([CH2:25][C:26](=[O:27])[N:42]([CH3:41])[CH3:43])[cH:24]2)[cH:17]1. The reactants are CC(=O)Nc1cccc2c1CCC(=O)C2, [BH3-]C#N, CO, Cl, [Na+], CC(N)c1ccccc1. Yields the product CC(=O)Nc1cccc2c1CCC(NC(C)c1ccccc1)C2. Reaction SMILES: [C:1]([CH3:2])(=[O:3])[NH:4][c:5]1[c:6]2[c:11]([cH:12][cH:13][cH:14]1)[CH2:10][C:9](=[O:15])[CH2:8][CH2:7]2.[C:26]([BH3-:27])#[N:28].[CH3:30][OH:31].[ClH:16].[Na+:29].[c:17]1([CH:23]([CH3:24])[NH2:25])[cH:18][cH:19][cH:20][cH:21][cH:22]1>>[C:1]([CH3:2])(=[O:3])[NH:4][c:5]1[c:6]2[c:11]([cH:12][cH:13][cH:14]1)[CH2:10][CH:9]([NH:25][CH:23]([c:17]1[cH:18][cH:19][cH:20][cH:21][cH:22]1)[CH3:24])[CH2:8][CH2:7]2.